From a dataset of the Open Reaction Database (ORD), a public repository of structured organic reaction records. describe an organic reaction: reactants, conditions, products, and yield Product: Cc1cc(-c2cnn(C(CO)(CO)CO)c2)c2c(c1)C(O)(C(F)(F)F)c1ccccc1-2. As a reaction SMILES: [BH3:38].[C:42](=[O:43])([O-:44])[OH:45].[CH3:39][CH2:40][OH:41].[Na+:46].[O:33]1[CH2:34][CH2:35][CH2:36][CH2:37]1.[O:47]1[CH2:48][CH2:49][CH2:50][CH2:51]1.[OH2:52].[OH:1][CH2:2][C:3]([C:4](=[O:5])[OH:6])([n:7]1[n:8][cH:9][c:10](-[c:12]2[cH:13][c:14]([CH3:30])[cH:15][c:16]3[c:24]2-[c:23]2[c:18]([cH:19][cH:20][cH:21][cH:22]2)[C:17]3([C:25]([F:26])([F:27])[F:28])[OH:29])[cH:11]1)[CH2:31][OH:32]>>[OH:1][CH2:2][C:3]([CH2:4][OH:5])([n:7]1[n:8][cH:9][c:10](-[c:12]2[cH:13][c:14]([CH3:30])[cH:15][c:16]3[c:24]2-[c:23]2[c:18]([cH:19][cH:20][cH:21][cH:22]2)[C:17]3([C:25]([F:26])([F:27])[F:28])[OH:29])[cH:11]1)[CH2:31][OH:32]. Starting materials: B, O=C([O-])O, CCO, [Na+], C1CCOC1, C1CCOC1, O, Cc1cc(-c2cnn(C(CO)(CO)C(=O)O)c2)c2c(c1)C(O)(C(F)(F)F)c1ccccc1-2. The reactants are Cc1c(F)cccc1N1CC(C)(C)N(C(=O)OC(C)(C)C)CC1=O, ClCCl, O=C(O)C(F)(F)F. Product: Cc1c(F)cccc1N1CC(C)(C)NCC1=O. Reaction SMILES: [C:8]([O:9][C:10](=[O:11])[N:15]1[C:16]([CH3:30])([CH3:31])[CH2:17][N:18]([c:22]2[c:23]([CH3:29])[c:24]([F:28])[cH:25][cH:26][cH:27]2)[C:19](=[O:21])[CH2:20]1)([CH3:12])([CH3:13])[CH3:14].[CH2:32]([Cl:33])[Cl:34].[OH:1][C:2]([C:3]([F:4])([F:5])[F:6])=[O:7]>>[NH:15]1[C:16]([CH3:30])([CH3:31])[CH2:17][N:18]([c:22]2[c:23]([CH3:29])[c:24]([F:28])[cH:25][cH:26][cH:27]2)[C:19](=[O:21])[CH2:20]1. Reactants: C(=O)O (formic acid), C(C)(=O)OC(C)=O (acetic anhydride), NC=1C=CC(=C(C1)S(=O)(=O)NC(C)(C)C)C(=O)N(C)C (5-amino-N-tert.-butyl-2-dimethylaminocarbonyl-benzenesulfonamide), CN(C=O)C (dimethylformamide). Solvent: C(C)(=O)OCC (ethyl acetate). Conditions: temperature 50 celsius, time 4 hour. Product: C(C)(C)(C)NS(=O)(=O)C1=C(C=CC(=C1)NC=O)C(=O)N(C)C (N-tert.-butyl-2-dimethylaminocarbonyl-5-formylaminobenzenesulfonamide). RXN SMILES: [CH:1](O)=[O:2].C(OC(=O)C)(=O)C.[NH2:11][C:12]1[CH:13]=[CH:14][C:15]([C:26]([N:28]([CH3:30])[CH3:29])=[O:27])=[C:16]([S:18]([NH:21][C:22]([CH3:25])([CH3:24])[CH3:23])(=[O:20])=[O:19])[CH:17]=1.CN(C)C=O>C(OCC)(=O)C>[C:22]([NH:21][S:18]([C:16]1[CH:17]=[C:12]([NH:11][CH:1]=[O:2])[CH:13]=[CH:14][C:15]=1[C:26]([N:28]([CH3:30])[CH3:29])=[O:27])(=[O:19])=[O:20])([CH3:25])([CH3:24])[CH3:23]. Procedure details: A mixture of 0.34 ml of formic acid and 0.70 ml of acetic anhydride is heated at 50° C. for 2 hours, and a solution of 0.85 g of 5-amino-N-tert.-butyl-2-dimethylaminocarbonyl-benzenesulfonamide (Example e) and 3.5 ml of dimethylformamide (DMF) is added. After 4 hours, the mixture is taken up in ethyl acetate and washed successively with dilute hydrochloric acid and saturated NaHCO3 solution. After the mixture has been dried over MgSO4 and the organic phase has been concentrated, 0.88 g of a high... Reactants: O (Water), O=S1(C=CC2=C1C=C(C=C2)NC(OCC(Cl)(Cl)Cl)=O)=O (2,2,2-trichloroethyl (1,1-dioxido-1-benzothien-6-yl)carbamate), C1(=CC=CC=C1)C1=NSC(=N1)N1CCNCC1 (1-(3-phenyl-1,2,4-thiadiazol-5-yl)piperazine), C(C)(C)N(CC)C(C)C (diisopropylethylamine). The yield is 31.7%. As a reaction SMILES: [O:1]=[S:2]1(=[O:20])[C:6]2[CH:7]=[C:8]([NH:11][C:12](=[O:19])OCC(Cl)(Cl)Cl)[CH:9]=[CH:10][C:5]=2[CH:4]=[CH:3]1.[C:21]1([C:27]2[N:31]=[C:30]([N:32]3[CH2:37][CH2:36][NH:35][CH2:34][CH2:33]3)[S:29][N:28]=2)[CH:26]=[CH:25][CH:24]=[CH:23][CH:22]=1.C(N(C(C)C)CC)(C)C.O>CS(C)=O>[O:20]=[S:2]1(=[O:1])[C:6]2[CH:7]=[C:8]([NH:11][C:12]([N:35]3[CH2:36][CH2:37][N:32]([C:30]4[S:29][N:28]=[C:27]([C:21]5[CH:26]=[CH:25][CH:24]=[CH:23][CH:22]=5)[N:31]=4)[CH2:33][CH2:34]3)=[O:19])[CH:9]=[CH:10][C:5]=2[CH:4]=[CH:3]1. Solvent: CS(=O)C (dimethyl sulfoxide). Procedure: A mixed solution of 2,2,2-trichloroethyl (1,1-dioxido-1-benzothien-6-yl)carbamate (263 mg, 0.738 mmol), 1-(3-phenyl-1,2,4-thiadiazol-5-yl)piperazine (200 mg, 0.811 mmol) and diisopropylethylamine (0.129 ml, 0.811 mmol) in dimethyl sulfoxide (2.5 ml) was stirred at 70° C. for 3 hours. Water was poured to the reaction mixture, and the resulting solution was extracted with ethyl acetate. The extract was washed with water and dried over anhydrous magnesium sulfate, and the solvent was distilled off ... Yields the product O=S1(C=CC2=C1C=C(C=C2)NC(=O)N2CCN(CC2)C2=NC(=NS2)C2=CC=CC=C2)=O (N-(1,1-Dioxido-1-benzothien-6-yl)-4-(3-phenyl-1,2,4-thiadiazol-5-yl)piperazine-1-carboxamide). Reactants: C(C)(C)(C)N1S(C(=CC1=O)C1=CC=C(C=C1)CC(C#N)NS(=O)(=O)C1=CC(=CC=C1)C(F)(F)F)(=O)=O (N-{2-[4-(2-tert-Butyl-1,1,3-trioxo-2,3-dihydro-1H-1λ6-isothiazol-5-yl)-phenyl]-1-cyano-ethyl}-3-trifluoromethyl-benzenesulfonamide), Cl (HCl), C(C)O (ethanol). Solvent: C(Cl)Cl (methylene chloride), C(Cl)Cl (methylene chloride). The product is Cl.C(C)OC(C(CC1=CC=C(C=C1)C1=CC(N(S1(=O)=O)C(C)(C)C)=O)NS(=O)(=O)C1=CC(=CC=C1)C(F)(F)F)=N (3-[4-(2-tert-Butyl-1,1,3-trioxo-2,3-dihydro-1H-1λ6-isothiazol-5-yl)-phenyl]-2-(3-trifluoromethyl-benzenesulfonylamino)-propionimidic acid ethyl ester hydrochloride). As a reaction SMILES: [C:1]([N:5]1[C:9](=[O:10])[CH:8]=[C:7]([C:11]2[CH:16]=[CH:15][C:14]([CH2:17][CH:18]([NH:21][S:22]([C:25]3[CH:30]=[CH:29][CH:28]=[C:27]([C:31]([F:34])([F:33])[F:32])[CH:26]=3)(=[O:24])=[O:23])[C:19]#[N:20])=[CH:13][CH:12]=2)[S:6]1(=[O:36])=[O:35])([CH3:4])([CH3:3])[CH3:2].[ClH:37].[CH2:38]([OH:40])[CH3:39]>C(Cl)Cl>[ClH:37].[CH2:38]([O:40][C:19](=[NH:20])[CH:18]([NH:21][S:22]([C:25]1[CH:30]=[CH:29][CH:28]=[C:27]([C:31]([F:34])([F:32])[F:33])[CH:26]=1)(=[O:24])=[O:23])[CH2:17][C:14]1[CH:13]=[CH:12][C:11]([C:7]2[S:6](=[O:35])(=[O:36])[N:5]([C:1]([CH3:4])([CH3:2])[CH3:3])[C:9](=[O:10])[CH:8]=2)=[CH:16][CH:15]=1)[CH3:39] |f:4.5|. Procedure details: A solution of 1.37-C of Step 3 (87 mg, 0.16 mmol) in methylene chloride (5 mL) and ethanol (0.2 mL) was treated with HCl gas for 1 h. Additional methylene chloride was added during the reaction to replenish the amount which was evaporated during the bubbling of HCl. The reaction mixture was concentrated and used immediately in the next reaction. The reactants are CCCCCCC.C(C)(=O)OCC (heptane ethyl acetate), C(CO)(=O)OC (methyl glycolate), CC=1N=C(C2=C(N1)N(C(=C2)CC)CC2=CC=CC=C2)Cl (2-methyl-4-chloro-6-ethyl-7-(phenylmethyl)-7H-pyrrolo[2,3-d]pyrimidine), [H-].[Na+] (sodium hydride). Solvent: C1=CC=CC=C1 (benzene). Run at temperature 60 celsius. The product is COC(COC=1C2=C(N=C(N1)C)N(C(=C2)CC)CC2=CC=CC=C2)=O ([[2-methyl-6-ethyl-7-(phenylmethyl)-7H-pyrrolo[2,3-d]pyrimidin-4-yl]oxy]acetic acid methyl ester). The yield is 62.6%. Reaction SMILES: [H-].[Na+].[C:3]([O:7][CH3:8])(=[O:6])[CH2:4][OH:5].[CH3:9][C:10]1[N:11]=[C:12](Cl)[C:13]2[CH:18]=[C:17]([CH2:19][CH3:20])[N:16]([CH2:21][C:22]3[CH:27]=[CH:26][CH:25]=[CH:24][CH:23]=3)[C:14]=2[N:15]=1.CCCCCCC.C(OCC)(=O)C>C1C=CC=CC=1>[CH3:8][O:7][C:3](=[O:6])[CH2:4][O:5][C:12]1[C:13]2[CH:18]=[C:17]([CH2:19][CH3:20])[N:16]([CH2:21][C:22]3[CH:27]=[CH:26][CH:25]=[CH:24][CH:23]=3)[C:14]=2[N:15]=[C:10]([CH3:9])[N:11]=1 |f:0.1,4.5|. Procedure details: To a suspension of 240 mg (10.0 mmol) of sodium hydride in 15 mL of benzene was added 783 mg (8.69 mmol) of methyl glycolate and 1.91 g (6.68 mmol) of 2-methyl-4-chloro-6-ethyl-7-(phenylmethyl)-7H-pyrrolo[2,3-d]pyrimidine. The mixture was heated at 60° C. and monitored by TLC (silica, 7:3 heptane-ethyl acetate) for conversion to product. After 5 days the reaction was cooled to ambient temperature and partitioned by the addition of 10 mL of 2 M sodium hydrogen sulfate and 30 mL of ethyl acetate. ... Starting materials: C(C)OC(C(CCCCOC1=CC=C(C=C1)NC(CCCN1C=NC=C1)=O)(C)C)=O (Ethyl-6-[p-[4-(1-imidazolyl)-butyramido]phenoxy]-2,2-dimethylhexanoate), [OH-].[Na+] (sodium hydroxide). As a reaction SMILES: C([O:3][C:4](=[O:30])[C:5]([CH3:29])([CH3:28])[CH2:6][CH2:7][CH2:8][CH2:9][O:10][C:11]1[CH:16]=[CH:15][C:14]([NH:17][C:18](=[O:27])[CH2:19][CH2:20][CH2:21][N:22]2[CH:26]=[CH:25][N:24]=[CH:23]2)=[CH:13][CH:12]=1)C.[OH-].[Na+]>CO>[N:22]1([CH2:21][CH2:20][CH2:19][C:18]([NH:17][C:14]2[CH:15]=[CH:16][C:11]([O:10][CH2:9][CH2:8][CH2:7][CH2:6][C:5]([CH3:28])([CH3:29])[C:4]([OH:30])=[O:3])=[CH:12][CH:13]=2)=[O:27])[CH:26]=[CH:25][N:24]=[CH:23]1 |f:1.2|. The product is N1(C=NC=C1)CCCC(=O)NC1=CC=C(OCCCCC(C(=O)O)(C)C)C=C1 (6-[p-[4-(1-imidazolyl)butyramido]phenoxy]-2,2-dimethyl hexanoic acid). Procedure details: 1.0 g of Ethyl-6-[p-[4-(1-imidazolyl)-butyramido]phenoxy]-2,2-dimethylhexanoate obtained from EXAMPLE 35 was stirred in 10 ml of methanol and 10 ml of 1N-aqueous sodium hydroxide solution at 40° C. for 16 hours. Ethanol was removed from the reaction mixture. The resulting mixture was washed with chloroform and then neutralized with 10 ml of 1N-aqueous hydrochloric acid solution. The precipitated crystals were collected by filtration, and recrystallized from 2-propanol to give 6-[p-[4-(1-imidazol... Solvent: CO (methanol).